Dataset: the Open Reaction Database (ORD), a public repository of structured organic reaction records. Task: describe an organic reaction: reactants, conditions, products, and yield The reactants are CC1=C(C(CCC1)(C)C)/C=C/C(=C/C=C/C(=C/C=C/C=C(/C=C/C=C(/C=C/C2=C(CCCC2(C)C)C)\C)\C)/C)/C (beta-carotene). The solvent is CCCCCC (hexane). Conditions: temperature -20 celsius. The product is CC1=C(C(CCC1)(C)C)/C=C/C(=C/C=C/C(=C/C=C/C=C(\C)/C=C/C=C(/C)\C=C\C2=C(CCCC2(C)C)C)/C)/C (9-Cis Beta-Carotene). RXN SMILES: [CH3:1][C:2]1[CH2:7][CH2:6][CH2:5][C:4]([CH3:9])([CH3:8])[C:3]=1/[CH:10]=[CH:11]/[C:12](/[CH3:40])=[CH:13]/[CH:14]=[CH:15]/[C:16](/[CH3:39])=[CH:17]/[CH:18]=[CH:19]/[CH:20]=[C:21](\[CH3:38])/[CH:22]=[CH:23]/[CH:24]=[C:25](\[CH3:37])/[CH:26]=[CH:27]/[C:28]1[C:33]([CH3:35])([CH3:34])[CH2:32][CH2:31][CH2:30][C:29]=1[CH3:36]>CCCCCC>[CH3:36][C:29]1[CH2:30][CH2:31][CH2:32][C:33]([CH3:34])([CH3:35])[C:28]=1/[CH:27]=[CH:26]/[C:25](/[CH3:37])=[CH:24]/[CH:23]=[CH:22]/[C:21](/[CH3:38])=[CH:20]/[CH:19]=[CH:18]/[CH:17]=[C:16](/[CH:15]=[CH:14]/[CH:13]=[C:12](\[CH:11]=[CH:10]\[C:3]1[C:4]([CH3:9])([CH3:8])[CH2:5][CH2:6][CH2:7][C:2]=1[CH3:1])/[CH3:40])\[CH3:39]. Procedure: High purity beta-carotene from Example I was dissolved in a minimal amount of warm (about 40°-50° C.) hexane to achieve saturation. The solution was then chilled, typically to about -20° C., which caused the preferential crystallization of the trans-isomer of beta-carotene. The crystals were then separated from the supernatant solution by filtration through a hydrophobic 0.22 μ nylon membrane filter (Micron Separations, Inc., Cambridge, MA). Chromatograms of representative preparations of the su... The reactants are NC=1N=CC(=NC1)B1OC(C)(C)C(C)(C)O1 (5-Aminopyrazine-2-boronic acid pinacol ester), BrC1=CC2=C(OC(CO2)(F)F)C=C1Cl (6-bromo-7-chloro-2,2-difluoro-3H-benzo[e]1,4-dioxin), K3PO3. The reagents and catalysts are CC(C)(C)P(C1=CC=C(C=C1)N(C)C)C(C)(C)C.CC(C)(C)P(C1=CC=C(C=C1)N(C)C)C(C)(C)C.Cl[Pd]Cl (bis(di-tert-butyl(4-dimethylaminophenyl)phosphine)dichloropalladium(II)). Solvent: CC#N (MeCN), O1CCOCC1 (1,4-dioxane). Run at temperature 85 celsius. The product is ClC1=CC=2OC(COC2C=C1C=1N=CC(=NC1)N)(F)F (5-(7-chloro-2,2-difluoro-3H-benzo[3,4-e]1,4-dioxin-6-yl)pyrazine-2-ylamine). Isolated yield 8.7%. RXN SMILES: [NH2:1][C:2]1[N:3]=[CH:4][C:5](B2OC(C)(C)C(C)(C)O2)=[N:6][CH:7]=1.Br[C:18]1[C:29]([Cl:30])=[CH:28][C:21]2[O:22][C:23]([F:27])([F:26])[CH2:24][O:25][C:20]=2[CH:19]=1>O1CCOCC1.CC#N.CC(P(C(C)(C)C)C1C=CC(N(C)C)=CC=1)(C)C.CC(P(C(C)(C)C)C1C=CC(N(C)C)=CC=1)(C)C.Cl[Pd]Cl>[Cl:30][C:29]1[C:18]([C:5]2[N:6]=[CH:7][C:2]([NH2:1])=[N:3][CH:4]=2)=[CH:19][C:20]2[O:25][CH2:24][C:23]([F:27])([F:26])[O:22][C:21]=2[CH:28]=1 |f:4.5.6|. Reported procedure: 5-Aminopyrazine-2-boronic acid pinacol ester (62 mg, 0.28 mmol) and 254 (67 mg, 0.23 mmol) were dissolved in 2 mL 1,4-dioxane and 2 mL MeCN. Next 1 ml of 2 M K3PO3 was added and the mixture was then bubbled with Ar for 2 min before bis(di-tert-butyl(4-dimethylaminophenyl)phosphine)dichloropalladium(II) (A-Phos, 70 mg, 0.1 mmol) was added. The reaction was then heated at 85° C. for 2 h. The reaction mixture was cooled and then worked-up with EtOAc extraction. The product was purified by flash col...